This data is from the Open Reaction Database (ORD), a public repository of structured organic reaction records. The task is: describe an organic reaction: reactants, conditions, products, and yield The reactants are CCO, [Na+], [OH-], O=C1NC(Cc2ccc(C(F)(F)F)cc2)C(c2ccoc2)O1. Product: NC(Cc1ccc(C(F)(F)F)cc1)C(O)c1ccoc1. As a reaction SMILES: [CH3:25][CH2:26][OH:27].[Na+:24].[OH-:23].[o:1]1[cH:2][c:3]([CH:6]2[CH:7]([CH2:12][c:13]3[cH:14][cH:15][c:16]([C:19]([F:20])([F:21])[F:22])[cH:17][cH:18]3)[NH:8][C:9](=[O:11])[O:10]2)[cH:4][cH:5]1>>[o:1]1[cH:2][c:3]([CH:6]([CH:7]([NH2:8])[CH2:12][c:13]2[cH:14][cH:15][c:16]([C:19]([F:20])([F:21])[F:22])[cH:17][cH:18]2)[OH:10])[cH:4][cH:5]1. Starting materials: Cl.NCCC(=O)OCC (ethyl β-alaninate hydrochloride), O.ON1N=NC2=C1C=CC=C2 (1-hydroxybenzotriazole monohydrate), C1(CCCCC1)C(C1=C(SC(=C1)C)C)NC1=CC=C(C(=O)O)C=C1 (4-{[cyclohexyl(2,5-dimethylthiophen-3-yl)methyl]amino}benzoic acid), Cl.C(C)N=C=NCCCN(C)C (1-ethyl-3-(3-dimethylaminopropyl)carbodiimide hydrochloride), Cl (Hydrochloric acid), [OH-].[Na+] (sodium hydroxide). Solvent: CN(C=O)C (N,N-dimethylformamide), C(C)N(CC)CC (triethylamine), C(C)O (ethanol), O1CCCC1 (tetrahydrofuran). Reaction conditions: time 8 hour. Yields the product C1(CCCCC1)C(C1=C(SC(=C1)C)C)NC1=CC=C(C=C1)C(=O)NCCC(=O)O (3-{[(4-{[cyclohexyl(2,5-dimethylthiophen-3-yl)methyl]amino}phenyl)carbonyl]amino}propanoic acid). Isolated yield 82.9%. RXN SMILES: [CH:1]1([CH:7]([NH:15][C:16]2[CH:24]=[CH:23][C:19]([C:20](O)=[O:21])=[CH:18][CH:17]=2)[C:8]2[CH:12]=[C:11]([CH3:13])[S:10][C:9]=2[CH3:14])[CH2:6][CH2:5][CH2:4][CH2:3][CH2:2]1.Cl.[NH2:26][CH2:27][CH2:28][C:29]([O:31]CC)=[O:30].O.ON1C2C=CC=CC=2N=N1.Cl.C(N=C=NCCCN(C)C)C.Cl.[OH-].[Na+]>CN(C)C=O.C(O)C.O1CCCC1.C(N(CC)CC)C>[CH:1]1([CH:7]([NH:15][C:16]2[CH:17]=[CH:18][C:19]([C:20]([NH:26][CH2:27][CH2:28][C:29]([OH:31])=[O:30])=[O:21])=[CH:23][CH:24]=2)[C:8]2[CH:12]=[C:11]([CH3:13])[S:10][C:9]=2[CH3:14])[CH2:6][CH2:5][CH2:4][CH2:3][CH2:2]1 |f:1.2,3.4,5.6,8.9|. Reported procedure: To a mixture of 4-{[cyclohexyl(2,5-dimethylthiophen-3-yl)methyl]amino}benzoic acid (250 mg) synthesized above, ethyl β-alaninate hydrochloride (134 mg), 1-hydroxybenzotriazole monohydrate (134 mg) and triethylamine (122 μL) in N,N-dimethylformamide (10 mL) was added 1-ethyl-3-(3-dimethylaminopropyl)carbodiimide hydrochloride (168 mg), and the mixture was stirred at room temperature overnight. 1N Hydrochloric acid was added to quench the reaction, and the mixture was extracted with ethyl acetate....